describe an organic reaction: reactants, conditions, products, and yield From a dataset of the Open Reaction Database (ORD), a public repository of structured organic reaction records. Starting materials: CC(=O)O[BH-](OC(C)=O)OC(C)=O, CC(=O)O, CCc1nc2c(cnn2CC)c(NC2CCOCC2)c1CNC(=O)c1cccc(C(=O)NCc2cc(-c3cccc(C=O)c3)ccc2OC)c1, CN1CCCNCC1, ClCCl, [Na+]. Yields the product CCc1nc2c(cnn2CC)c(NC2CCOCC2)c1CNC(=O)c1cccc(C(=O)NCc2cc(-c3cccc(CN4CCCN(C)CC4)c3)ccc2OC)c1. RXN SMILES: [C:59]([O:60][BH-:61]([O:62][C:63](=[O:64])[CH3:65])[O:66][C:67](=[O:68])[CH3:69])(=[O:70])[CH3:71].[C:73]([OH:74])(=[O:75])[CH3:76].[CH2:1]([CH3:2])[n:3]1[n:4][cH:5][c:6]2[c:7]1[n:8][c:9]([CH2:49][CH3:50])[c:10]([CH2:19][NH:20][C:21](=[O:22])[c:23]1[cH:24][c:25]([C:29](=[O:30])[NH:31][CH2:32][c:33]3[cH:34][c:35](-[c:41]4[cH:42][c:43]([CH:47]=[O:48])[cH:44][cH:45][cH:46]4)[cH:36][cH:37][c:38]3[O:39][CH3:40])[cH:26][cH:27][cH:28]1)[c:11]2[NH:12][CH:13]1[CH2:14][CH2:15][O:16][CH2:17][CH2:18]1.[CH3:51][N:52]1[CH2:53][CH2:54][NH:55][CH2:56][CH2:57][CH2:58]1.[Cl:77][CH2:78][Cl:79].[Na+:72]>>[CH2:1]([CH3:2])[n:3]1[n:4][cH:5][c:6]2[c:7]1[n:8][c:9]([CH2:49][CH3:50])[c:10]([CH2:19][NH:20][C:21](=[O:22])[c:23]1[cH:24][c:25]([C:29](=[O:30])[NH:31][CH2:32][c:33]3[cH:34][c:35](-[c:41]4[cH:42][c:43]([CH2:47][N:55]5[CH2:54][CH2:53][N:52]([CH3:51])[CH2:58][CH2:57][CH2:56]5)[cH:44][cH:45][cH:46]4)[cH:36][cH:37][c:38]3[O:39][CH3:40])[cH:26][cH:27][cH:28]1)[c:11]2[NH:12][CH:13]1[CH2:14][CH2:15][O:16][CH2:17][CH2:18]1. Reactants: O=C([O-])[O-], Oc1ccc(Cl)cc1Cc1ccccc1, CCC(C)=O, ClCC1CO1, [K+], [K+]. Product: Clc1ccc(OCC2CO2)c(Cc2ccccc2)c1. Reaction SMILES: [C:21](=[O:22])([O-:23])[O-:24].[CH2:1]([c:2]1[cH:3][cH:4][cH:5][cH:6][cH:7]1)[c:8]1[c:9]([OH:15])[cH:10][cH:11][c:12]([Cl:14])[cH:13]1.[CH3:27][C:28](=[O:29])[CH2:30][CH3:31].[Cl:16][CH2:17][CH:18]1[CH2:19][O:20]1.[K+:25].[K+:26]>>[CH2:1]([c:2]1[cH:3][cH:4][cH:5][cH:6][cH:7]1)[c:8]1[c:9]([O:15][CH2:17][CH:18]2[CH2:19][O:20]2)[cH:10][cH:11][c:12]([Cl:14])[cH:13]1. The reactants are C(=C)C12CC3OC(C(CC(C1)C3)C2)=O (6-vinyl-3-oxatricyclo[4.3.1.14,8]undecan-2-one), COC1=CC=C(C=C1)P1(SP(S1)(C1=CC=C(C=C1)OC)=S)=S (2,4-bis(4-methoxyphenyl)-1,3,2,4-dithiadiphosphetane 2,4-disulfide), (p-MeO-C6H4P(═S)—S—)2. Solvent: C1(=CC=CC=C1)C (toluene). Conditions: temperature 110 celsius, time 24 hour. The product is C(=C)C12CC3OC(C(CC(C1)C3)C2)=S (6-vinyl-3-oxatricyclo[4.3.1.14,8]undecane-2-thione). Reaction SMILES: [CH:1]([C:3]12[CH2:13][CH:8]3[CH2:9][CH:10]([CH2:12][CH:5]([O:6][C:7]3=O)[CH2:4]1)[CH2:11]2)=[CH2:2].COC1C=CC(P2(=S)SP(=S)(C3C=CC(OC)=CC=3)[S:24]2)=CC=1>C1(C)C=CC=CC=1>[CH:1]([C:3]12[CH2:13][CH:8]3[CH2:9][CH:10]([CH2:12][CH:5]([O:6][C:7]3=[S:24])[CH2:4]1)[CH2:11]2)=[CH2:2]. Procedure: To a mixture of 6-vinyl-3-oxatricyclo[4.3.1.14,8]undecan-2-one (10 mmol) obtained by the procedure of Example 3 and toluene (50 ml) was added 2,4-bis(4-methoxyphenyl)-1,3,2,4-dithiadiphosphetane 2,4-disulfide [(p-MeO-C6H4P(═S)—S—)2)] (10 mmol), and the resulting mixture was stirred at 110° C. for 24 hours. The reaction mixture was concentrated, the concentrate was subjected to silica gel column chromatography and thereby yielded the title compound 6-vinyl-3-oxatricyclo[4.3.1.14,8]undecane-2-thio... Reactants: COc1cc([N+](=O)[O-])ccc1OCC(=O)O, O=C(Cl)C(=O)Cl, ClCCl. Product: COc1cc([N+](=O)[O-])ccc1OCC(=O)Cl. As a reaction SMILES: [CH3:1][O:2][c:3]1[c:4]([O:5][CH2:6][C:7](=[O:8])[OH:9])[cH:10][cH:11][c:12]([N+:14](=[O:15])[O-:16])[cH:13]1.[Cl:17][C:18]([C:19]([Cl:20])=[O:21])=[O:22].[Cl:23][CH2:24][Cl:25]>>[CH3:1][O:2][c:3]1[c:4]([O:5][CH2:6][C:7](=[O:8])[Cl:17])[cH:10][cH:11][c:12]([N+:14](=[O:15])[O-:16])[cH:13]1. Starting materials: CCOC(=O)c1sc(-c2cc3nccc(Cl)c3s2)nc1C, C1CCOC1, CCO, Cl, [K+], [OH-]. The product is Cc1nc(-c2cc3nccc(Cl)c3s2)sc1C(=O)O. RXN SMILES: [CH2:1]([CH3:2])[O:3][C:4](=[O:5])[c:6]1[c:7]([CH3:21])[n:8][c:9](-[c:11]2[cH:12][c:13]3[n:14][cH:15][cH:16][c:17]([Cl:20])[c:18]3[s:19]2)[s:10]1.[CH2:22]1[O:23][CH2:24][CH2:25][CH2:26]1.[CH3:30][CH2:31][OH:32].[ClH:29].[K+:28].[OH-:27]>>[O:3]=[C:4]([OH:5])[c:6]1[c:7]([CH3:21])[n:8][c:9](-[c:11]2[cH:12][c:13]3[n:14][cH:15][cH:16][c:17]([Cl:20])[c:18]3[s:19]2)[s:10]1. The reactants are C(C1CO1)OCCC(C)C (3-methylbutyl glycidyl ether), S(O)(O)(=O)=O (sulfuric acid). Solvent: CC(=O)C (acetone). Yields the product CC(CCOC(C(C)O)O)C (3-methylbutoxypropane-1,2-diol). As a reaction SMILES: [CH2:1]([O:5][CH2:6][CH2:7][CH:8]([CH3:10])[CH3:9])[CH:2]1[O:4][CH2:3]1.S(=O)(=O)(O)[OH:12]>CC(C)=O>[CH3:9][CH:8]([CH3:10])[CH2:7][CH2:6][O:5][CH:1]([OH:12])[CH:2]([OH:4])[CH3:3]. Procedure details: The thus obtained 3-methylbutyl glycidyl ether (100 g), acetone (200 ml) and a 3% sulfuric acid aqueous solution (100 ml) were refluxed for 2 hours. Then, after concentration at 50° C./26 hPa, toluene (200 ml) was added to the residue and the resulting mixture was washed with a 3% sodium hydroxide aqueous solution (170 g). The mixture was further washed with saturated brine (150 g) three times and concentrated, and the concentrate was purified by distillation to give 3-methylbutoxypropane-1,2-di...